describe an organic reaction: reactants, conditions, products, and yield From a dataset of the Open Reaction Database (ORD), a public repository of structured organic reaction records. RXN SMILES: [C:1]([CH3:2])([CH3:3])([CH3:4])[Si:5]([O:6][CH:7]1[CH2:8][CH:9]([O:37][Si:38]([CH3:39])([CH3:40])[C:41]([CH3:42])([CH3:43])[CH3:44])[CH2:10][C:11]2=[CH:12][CH:13]=[C:14]3[CH:15]4[CH2:16][CH2:17][CH:18]([CH:19]([CH3:20])[O:21][CH2:22][C:23](=[O:24])[O:25][C:26]([CH3:27])([CH3:28])[CH3:29])[C:30]4([CH3:36])[CH2:31][CH2:32][CH:33]3[C:34]12[CH3:35])([CH3:45])[CH3:46].[CH3:47][OH:48].[CH3:49][O-:50].[CH3:58][CH2:59][O:60][C:61](=[O:62])[CH3:63].[Na+:51].[O:53]1[CH2:54][CH2:55][CH2:56][CH2:57]1.[OH2:52]>>[C:1]([CH3:2])([CH3:3])([CH3:4])[Si:5]([O:6][CH:7]1[CH2:8][CH:9]([O:37][Si:38]([CH3:39])([CH3:40])[C:41]([CH3:42])([CH3:43])[CH3:44])[CH2:10][C:11]2=[CH:12][CH:13]=[C:14]3[CH:15]4[CH2:16][CH2:17][CH:18]([CH:19]([CH3:20])[O:21][CH2:22][C:23](=[O:24])[OH:25])[C:30]4([CH3:36])[CH2:31][CH2:32][CH:33]3[C:34]12[CH3:35])([CH3:45])[CH3:46]. The reactants are CC(OCC(=O)OC(C)(C)C)C1CCC2C3=CC=C4CC(O[Si](C)(C)C(C)(C)C)CC(O[Si](C)(C)C(C)(C)C)C4(C)C3CCC21C, CO, C[O-], CCOC(C)=O, [Na+], C1CCOC1, O. Yields the product CC(OCC(=O)O)C1CCC2C3=CC=C4CC(O[Si](C)(C)C(C)(C)C)CC(O[Si](C)(C)C(C)(C)C)C4(C)C3CCC21C. Product: CCOC(=O)c1c(-n2cncn2)nc(-c2ccccc2)c([N+](=O)[O-])c1C(=O)OCC. Starting materials: CCOC(=O)c1c(Cl)nc(-c2ccccc2)c([N+](=O)[O-])c1C(=O)OCC, ClCCCl, c1ccncc1, c1nc[nH]n1. Reaction SMILES: [Cl:1][c:2]1[n:3][c:4](-[c:21]2[cH:22][cH:23][cH:24][cH:25][cH:26]2)[c:5]([N+:18](=[O:19])[O-:20])[c:6]([C:13](=[O:14])[O:15][CH2:16][CH3:17])[c:7]1[C:8](=[O:9])[O:10][CH2:11][CH3:12].[Cl:38][CH2:39][CH2:40][Cl:41].[cH:32]1[cH:33][cH:34][n:35][cH:36][cH:37]1.[nH:27]1[n:28][cH:29][n:30][cH:31]1>>[c:2]1(-[n:27]2[n:28][cH:29][n:30][cH:31]2)[n:3][c:4](-[c:21]2[cH:22][cH:23][cH:24][cH:25][cH:26]2)[c:5]([N+:18](=[O:19])[O-:20])[c:6]([C:13](=[O:14])[O:15][CH2:16][CH3:17])[c:7]1[C:8](=[O:9])[O:10][CH2:11][CH3:12]. Starting materials: OC1=CC(=CC2=C1C(C(C(O2)(C)C)CCC(=O)O)C)CCCCC (3,4-Dihydro-5-hydroxy-2,2,4-trimethyl-7-pentyl-2H-1-benzopyran-3-propanoic acid), C(C)N=C=NCCCN(C)C (1-ethyl-3-(dimethylaminopropyl)carbodiimide), ON1C(CCC1=O)=O (N-hydroxysuccinimide). The solvent is C(Cl)Cl (CH2Cl2), C(Cl)Cl (CH2Cl2). Run at time 15 minute. Product: OC1=CC(=CC2=C1C(C(C(O2)(C)C)CCC(ON2C(CCC2=O)=O)=O)C)CCCCC (1-[3-(3,4-Dihydro-5-hydroxy-2,2,4-trimethyl-7-pentyl-2H-1-benzopyran-3-yl)-1-oxopropoxy]-2,5-pyrrolidinedione). Yield: 78.2%. Reaction SMILES: [OH:1][C:2]1[C:7]2[CH:8]([CH3:19])[CH:9]([CH2:14][CH2:15][C:16]([OH:18])=[O:17])[C:10]([CH3:13])([CH3:12])[O:11][C:6]=2[CH:5]=[C:4]([CH2:20][CH2:21][CH2:22][CH2:23][CH3:24])[CH:3]=1.O[N:26]1[C:30](=[O:31])[CH2:29][CH2:28][C:27]1=[O:32].C(N=C=NCCCN(C)C)C>C(Cl)Cl>[OH:1][C:2]1[C:7]2[CH:8]([CH3:19])[CH:9]([CH2:14][CH2:15][C:16](=[O:18])[O:17][N:26]3[C:30](=[O:31])[CH2:29][CH2:28][C:27]3=[O:32])[C:10]([CH3:13])([CH3:12])[O:11][C:6]=2[CH:5]=[C:4]([CH2:20][CH2:21][CH2:22][CH2:23][CH3:24])[CH:3]=1. Procedure details: To a solution of 297 mg (0.88 mmol) of 3,4-Dihydro-5-hydroxy-2,2,4-trimethyl-7-pentyl-2H-1-benzopyran-3-propanoic acid in 20 mL of anhy. CH2Cl2 under argon was added 246 mg (2.14 mmol) of N-hydroxysuccinimide (Aldrich) and the reaction stirred for 15 min. 408 mg (2.14 mmol) of 1-ethyl-3-(dimethylaminopropyl)carbodiimide (Sigma) was then added and the reaction stirred at RT for 3 hr. The reaction was diluted to five times the volume with CH2Cl2, washed with 0.1N aq. HCl that had been saturated wi... The reactants are C=O, C1CCNCC1, CCOC(C)=O, CCOC(=O)CCC(=O)c1cccnc1. Product: C=C(CC(=O)OCC)C(=O)c1cccnc1. Reaction SMILES: [CH2:16]=[O:17].[CH2:18]1[CH2:19][CH2:20][NH:21][CH2:22][CH2:23]1.[CH3:24][CH2:25][O:26][C:27](=[O:28])[CH3:29].[O:1]=[C:2]([CH2:3][CH2:4][C:5](=[O:6])[O:7][CH2:8][CH3:9])[c:10]1[cH:11][n:12][cH:13][cH:14][cH:15]1>>[O:1]=[C:2]([C:3]([CH2:4][C:5](=[O:6])[O:7][CH2:8][CH3:9])=[CH2:18])[c:10]1[cH:11][n:12][cH:13][cH:14][cH:15]1. Product: CNC(=O)c1cnccc1Nc1cc(-c2cc(Cl)ccc2F)nc2ncccc12. Starting materials: COC(=O)c1cnccc1Nc1cc(-c2cc(Cl)ccc2F)nc2ncccc12, CN, CCO. RXN SMILES: [CH3:1][O:2][C:3]([c:4]1[cH:5][n:6][cH:7][cH:8][c:9]1[NH:10][c:11]1[cH:12][c:13](-[c:21]2[c:22]([F:28])[cH:23][cH:24][c:25]([Cl:27])[cH:26]2)[n:14][c:15]2[n:16][cH:17][cH:18][cH:19][c:20]12)=[O:29].[CH3:30][NH2:31].[CH3:32][CH2:33][OH:34]>>[O:2]=[C:3]([c:4]1[cH:5][n:6][cH:7][cH:8][c:9]1[NH:10][c:11]1[cH:12][c:13](-[c:21]2[c:22]([F:28])[cH:23][cH:24][c:25]([Cl:27])[cH:26]2)[n:14][c:15]2[n:16][cH:17][cH:18][cH:19][c:20]12)[NH:31][CH3:30]. The reactants are CCC(CC)ONCC(O)C(Cc1ccccc1)NC(=O)OC1COC2OCCC12, CN(C)c1ccccn1, O=[N+]([O-])c1cccc(S(=O)(=O)Cl)c1, C1CCOC1. Yields the product CCC(CC)ON(CC(O)C(Cc1ccccc1)NC(=O)OC1COC2OCCC12)S(=O)(=O)c1cccc([N+](=O)[O-])c1. As a reaction SMILES: [CH2:1]([c:2]1[cH:3][cH:4][cH:5][cH:6][cH:7]1)[CH:8]([CH:9]([CH2:10][NH:11][O:12][CH:13]([CH2:14][CH3:15])[CH2:16][CH3:17])[OH:18])[NH:19][C:20]([O:21][CH:22]1[CH2:23][O:24][CH:25]2[O:26][CH2:27][CH2:28][CH:29]12)=[O:30].[CH3:44][N:45]([c:46]1[cH:47][cH:48][cH:49][cH:50][n:51]1)[CH3:52].[N+:31](=[O:32])([O-:33])[c:34]1[cH:35][c:36]([S:40](=[O:41])(=[O:42])[Cl:43])[cH:37][cH:38][cH:39]1.[O:53]1[CH2:54][CH2:55][CH2:56][CH2:57]1>>[CH2:1]([c:2]1[cH:3][cH:4][cH:5][cH:6][cH:7]1)[CH:8]([CH:9]([CH2:10][N:11]([O:12][CH:13]([CH2:14][CH3:15])[CH2:16][CH3:17])[S:40]([c:36]1[cH:35][c:34]([N+:31](=[O:32])[O-:33])[cH:39][cH:38][cH:37]1)(=[O:41])=[O:42])[OH:18])[NH:19][C:20]([O:21][CH:22]1[CH2:23][O:24][CH:25]2[O:26][CH2:27][CH2:28][CH:29]12)=[O:30]. The reactants are C1(=CC=CC=C1)NC1=C(C=CC=C1)N (N-phenyl-o-phenylene diamine), C(=O)([O-])[O-].[K+].[K+] (K2CO3), CCOC(=O)C (AcOEt), BrCC(=O)N1CCCCC2=C1C=CC=C2 (1-(bromoacetyl)-2,3,4,5-tetrahydro-1H-1-benzazepine). Solvent: CN(C)C=O (DMF). Product: O=C(CNC=1C(=CC=CC1)NC1=CC=CC=C1)N1CCCCC2=C1C=CC=C2 (N1-[2-oxo-2-(2,3,4,5-tetrahydro-1H-1-benzazepin-1-yl)ethyl]-N2-phenylbenzene -1,2-diamine). The yield is 99.2%. As a reaction SMILES: [C:1]1([NH:7][C:8]2[CH:13]=[CH:12][CH:11]=[CH:10][C:9]=2[NH2:14])[CH:6]=[CH:5][CH:4]=[CH:3][CH:2]=1.C([O-])([O-])=O.[K+].[K+].Br[CH2:22][C:23]([N:25]1[C:31]2[CH:32]=[CH:33][CH:34]=[CH:35][C:30]=2[CH2:29][CH2:28][CH2:27][CH2:26]1)=[O:24].CCOC(C)=O>CN(C=O)C>[O:24]=[C:23]([N:25]1[C:31]2[CH:32]=[CH:33][CH:34]=[CH:35][C:30]=2[CH2:29][CH2:28][CH2:27][CH2:26]1)[CH2:22][NH:14][C:9]1[C:8]([NH:7][C:1]2[CH:2]=[CH:3][CH:4]=[CH:5][CH:6]=2)=[CH:13][CH:12]=[CH:11][CH:10]=1 |f:1.2.3|. Procedure: To a stirring solution of N-phenyl-o-phenylene diamine (10 g, 54.3 mM) in 100 ml of DMF at RT was added K2CO3 (8.25 g, 60 mM) followed by 1-(bromoacetyl)-2,3,4,5-tetrahydro-1H-1-benzazepine (14.56 g 54.3 mM). The resulting mixture was stirred at RT until TLC (Hex:AcOEt 3:1) showed completion of reaction. The mixture was filtered to remove the K2CO3 and then diluted with 800 mL of EtOAc and 200 mL of Et2O. This solution was washed successively with H2O (2×400 mL), brine (1×400 mL), 1 N HCl (2×400... The reactants are C(=O)(OCC)CCCC1C(CCC1)=O (2-(3-carbethoxypropyl)cyclopentan-1-one), C(C)(=O)OC(C)=O (acetic anhydride), O.C1(=CC=C(C=C1)S(=O)(=O)O)C (p-toluenesulfonic acid monohydrate). The product is C(C)(=O)OC1=C(CCC1)CCCC(=O)OCC (1-acetoxy-2-(3-carbethoxypropyl)cyclopent-1-ene). As a reaction SMILES: [C:1]([CH2:6][CH2:7][CH2:8][CH:9]1[CH2:13][CH2:12][CH2:11][C:10]1=[O:14])([O:3][CH2:4][CH3:5])=[O:2].[C:15](OC(=O)C)(=[O:17])[CH3:16].O.C1(C)C=CC(S(O)(=O)=O)=CC=1>>[C:15]([O:14][C:10]1[CH2:11][CH2:12][CH2:13][C:9]=1[CH2:8][CH2:7][CH2:6][C:1]([O:3][CH2:4][CH3:5])=[O:2])(=[O:17])[CH3:16] |f:2.3|. Reported procedure: In the manner described in Example a13, treatment of 2-(3-carbethoxypropyl)cyclopentan-1-one (Example 6) with acetic anhydride and p-toluenesulfonic acid monohydrate gives a yellow oil, b.p. 98°-103° C. (0.35 mm). Reactants: [N+](=O)([O-])C=1C=C(CNS(=O)(=O)NC(OC(C)(C)C)=O)C=CC1 (tert-butyl N-(3-nitrobenzylsulfamoyl)carbamate), C1(=CC=CC=C1)P(C1=CC=CC=C1)C1=CC=CC=C1 (triphenylphosphine). Solvent: C1CCOC1 (THF), C(C)O (ethanol). Conditions: time 8 hour. The product is [N+](=O)([O-])C=1C=C(CNS(=O)(=O)NCC)C=CC1 (N-(3-nitrobenzyl)-N′-ethylsulfamide). RXN SMILES: [N+:1]([C:4]1[CH:5]=[C:6]([CH:20]=[CH:21][CH:22]=1)[CH2:7][NH:8][S:9]([NH:12][C:13](=O)OC(C)(C)C)(=[O:11])=[O:10])([O-:3])=[O:2].[C:23]1(P(C2C=CC=CC=2)C2C=CC=CC=2)C=CC=CC=1>C1COCC1.C(O)C>[N+:1]([C:4]1[CH:5]=[C:6]([CH:20]=[CH:21][CH:22]=1)[CH2:7][NH:8][S:9]([NH:12][CH2:13][CH3:23])(=[O:11])=[O:10])([O-:3])=[O:2]. Procedure: Crude tert-butyl N-(3-nitrobenzylsulfamoyl)carbamate, triphenylphosphine (2 g) and diisopropyl azadicarboxylate (DIAD, 1.6 g) were dissolved in THF (20 mL) and ethanol (0.47 mL). The solution was stirred at ambient temperature overnight. The reaction solution was evaporated to dryness. The residue was dissolved in methanol (10 mL) and treated with 4.0 M HCl in dioxane (10 mL). It was stirred at rt overnight and then evaporated. The residue was diluted with ethyl acetate (100 mL) and washed with ... Reactants: Brc1ccncc1, CC(C)(C)OC(=O)Nc1ccc(I)cc1[N+](=O)[O-]. The product is CC(C)(C)OC(=O)Nc1ccc(-c2ccncc2)cc1[N+](=O)[O-]. Reaction SMILES: [Br:19][c:20]1[cH:21][cH:22][n:23][cH:24][cH:25]1.[C:1]([CH3:2])([CH3:3])([CH3:4])[O:5][C:6]([NH:7][c:8]1[c:9]([N+:15](=[O:16])[O-:17])[cH:10][c:11]([I:14])[cH:12][cH:13]1)=[O:18]>>[C:1]([CH3:2])([CH3:3])([CH3:4])[O:5][C:6]([NH:7][c:8]1[c:9]([N+:15](=[O:16])[O-:17])[cH:10][c:11](-[c:20]2[cH:21][cH:22][n:23][cH:24][cH:25]2)[cH:12][cH:13]1)=[O:18].